From a dataset of the Open Reaction Database (ORD), a public repository of structured organic reaction records. describe an organic reaction: reactants, conditions, products, and yield The reactants are ClC1=CC=2N(C3=CC=CC=C3SC2C=C1)CCCN1CCN(CC1)CCCl (1-[3-(2-chloro-10H-phenothiazin-10-yl)propyl]-4-(2-chloroethyl)piperazine), Cl.CN(CCCOC1=CC=C(C=C1)O)C (4-(3-dimethylaminopropoxy)phenol hydrochloride), [OH-].[Na+] (sodium hydroxide). Run in CS(=O)C (dimethylsulfoxide), O (water). Reaction conditions: temperature 55 celsius, time 2 hour. The product is Cl.Cl.Cl.ClC1=CC=2N(C3=CC=CC=C3SC2C=C1)CCCN1CCN(CC1)CCOC1=CC=C(C=C1)OCCCN(C)C (3-[[4-[2-[4-[3-(2-chloro-10H-phenothiazin-10-yl)propyl]-1-piperazinyl]ethoxy]phenyl]oxy] -N,N-dimethylpropanamine trihydrochloride). The yield is 65.2%. As a reaction SMILES: [Cl:1][C:2]1[CH:15]=[CH:14][C:13]2[S:12][C:11]3[C:6](=[CH:7][CH:8]=[CH:9][CH:10]=3)[N:5]([CH2:16][CH2:17][CH2:18][N:19]3[CH2:24][CH2:23][N:22]([CH2:25][CH2:26]Cl)[CH2:21][CH2:20]3)[C:4]=2[CH:3]=1.[ClH:28].[CH3:29][N:30]([CH3:42])[CH2:31][CH2:32][CH2:33][O:34][C:35]1[CH:40]=[CH:39][C:38]([OH:41])=[CH:37][CH:36]=1.[OH-].[Na+]>CS(C)=O.O>[ClH:1].[ClH:28].[ClH:1].[Cl:1][C:2]1[CH:15]=[CH:14][C:13]2[S:12][C:11]3[C:6](=[CH:7][CH:8]=[CH:9][CH:10]=3)[N:5]([CH2:16][CH2:17][CH2:18][N:19]3[CH2:20][CH2:21][N:22]([CH2:25][CH2:26][O:41][C:38]4[CH:37]=[CH:36][C:35]([O:34][CH2:33][CH2:32][CH2:31][N:30]([CH3:29])[CH3:42])=[CH:40][CH:39]=4)[CH2:23][CH2:24]3)[C:4]=2[CH:3]=1 |f:1.2,3.4,7.8.9.10|. Procedure details: A solution of 1-[3-(2-chloro-10H-phenothiazin-10-yl)propyl]-4-(2-chloroethyl)piperazine (4.22 g) and 4-(3-dimethylaminopropoxy)phenol hydrochloride, (2.3 g) in dimethylsulfoxide (100 ml) was stirred under nitrogen and warmed to 55° C. Then a solution of sodium hydroxide (0.8 g) in water (3 ml) was added and the reaction was stirred at 55°-65° for 2 hours. The usual work-up furnished the crude salt, which was crystallized from methanol-ethyl acetate to give 1.5 g of 3-[[4-[2-[4-[3-(2-chloro-10H-p... The reactants are Cl (hydrochloric acid), NC=1OC2=C(N1)C=CC(=C2)C(=O)OCC (2-amino-6-ethoxycarbonylbenzoxazole), [H-].[Al+3].[Li+].[H-].[H-].[H-] (lithium aluminum hydride). Solvent: O1CCCC1 (tetrahydrofuran), O (water), O (water), C(C)(=O)OCC (ethyl acetate), O1CCCC1 (tetrahydrofuran), O1CCCC1 (tetrahydrofuran). Run at time 75 minute. Yields the product NC=1OC2=C(N1)C=CC(=C2)CO (2-amino-6-hydroxymethylbenzoxazole). Yield: 50.7%. Reaction SMILES: [NH2:1][C:2]1[O:3][C:4]2[CH:10]=[C:9]([C:11](OCC)=[O:12])[CH:8]=[CH:7][C:5]=2[N:6]=1.[H-].[Al+3].[Li+].[H-].[H-].[H-].Cl>O1CCCC1.O.C(OCC)(=O)C>[NH2:1][C:2]1[O:3][C:4]2[CH:10]=[C:9]([CH2:11][OH:12])[CH:8]=[CH:7][C:5]=2[N:6]=1 |f:1.2.3.4.5.6|. Procedure details: A solution of 2-amino-6-ethoxycarbonylbenzoxazole (14.3 g) in tetrahydrofuran (570 ml) was dropwise added to a mixture of lithium aluminum hydride (7.9 g) in tetrahydrofuran (300 ml) at -30° C. to -20° C. for 35 minutes, and the mixture was stirred for 75 minutes at the same temperature. To the reaction mixture was dropwise added a mixture of water (3 ml) and tetrahydrofuran (3 ml), and the mixture of ethyl acetate and water was added to a resulting mixture. The mixture was adjusted to pH 7 with...